Dataset: the Open Reaction Database (ORD), a public repository of structured organic reaction records. Task: describe an organic reaction: reactants, conditions, products, and yield Starting materials: C1(=CC=CC=C1)C(C=S(=O)=O)C(CCCC)OS(=O)(=O)C (2-phenyl sulphonyl-3-mesyloxy heptane), product. Reagents/catalysts: [Na].[Hg] (sodium amalgam). Solvent: CO (methanol). Run at temperature -30 celsius, time 8 hour. Yields the product CC=CCCCC (2-Heptene), C=CCCCCC (1-heptene). RXN SMILES: [C:1]1([CH:7]([CH:12](OS(C)(=O)=O)[CH2:13][CH2:14]CC)C=S(=O)=O)[CH:6]=[CH:5][CH:4]=[CH:3][CH:2]=1>CO.[Na].[Hg]>[CH3:3][CH:2]=[CH:1][CH2:7][CH2:12][CH2:13][CH3:14].[CH2:7]=[CH:1][CH2:2][CH2:3][CH2:4][CH2:5][CH3:6] |f:2.3,^1:23|. Procedure details: Following the procedure of Example 1, 0.850 g of phenylethyl sulphone and 0.430 g of valeric aldehyde were condensed with n-butyl lithium. Methyl sulphonic acid chloride was then added and, after standing overnight at -30°C, the reaction mixture was treated in the usual way, giving 1.72 g of a yellow oil which was 2-phenyl sulphonyl-3-mesyloxy heptane. 282 mg of this product in solution in methanol were then reduced by the addition of 1.5 g of 6 % sodium amalgam, followed by stirring overnight a... Starting materials: C1(CCCCC1)N=C=NC1CCCCC1 (dicyclohexylcarbodiimide), CN1CCNCC1 (N-methylpiperazine), CN1CCNCC1 (N-methylpiperazine), FC=1C=C(CN2C(=NC=C2C(=O)O)S)C=C(C1)F (1-(3,5-difluorobenzyl)-2-mercaptoimidazole-5-carboxylic acid), ON1C(CCC1=O)=O (N-hydroxysuccinimide). The solvent is O1CCCC1 (tetrahydrofuran), O1CCCC1 (tetrahydrofuran), O1CCCC1 (tetrahydrofuran). Conditions: temperature 25 celsius, time 2 hour. The product is FC=1C=C(CN2C(=NC=C2C(=O)N2CCN(CC2)C)S)C=C(C1)F (1-(3,5-Difluorobenzyl)-5-[(4-methyl-1-piperazinyl)carbonyl]-2-mercaptoimidazole). Reaction SMILES: [F:1][C:2]1[CH:3]=[C:4]([CH:15]=[C:16]([F:18])[CH:17]=1)[CH2:5][N:6]1[C:10]([C:11]([OH:13])=O)=[CH:9][N:8]=[C:7]1[SH:14].ON1C(=O)CCC1=O.C1(N=C=NC2CCCCC2)CCCCC1.[CH3:42][N:43]1[CH2:48][CH2:47][NH:46][CH2:45][CH2:44]1>O1CCCC1>[F:18][C:16]1[CH:15]=[C:4]([CH:3]=[C:2]([F:1])[CH:17]=1)[CH2:5][N:6]1[C:10]([C:11]([N:46]2[CH2:47][CH2:48][N:43]([CH3:42])[CH2:44][CH2:45]2)=[O:13])=[CH:9][N:8]=[C:7]1[SH:14]. Reported procedure: To a solution of 1-(3,5-difluorobenzyl)-2-mercaptoimidazole-5-carboxylic acid (2.70 g, 0.01 moles) in tetrahydrofuran (25 ml) was added N-hydroxysuccinimide (1.27 g, 0.011 mole) followed by dropwise addition of dicyclohexylcarbodiimide (2.06 g, 0.01 mole) in tetrahydrofuran (30 ml). A solution of N-methylpiperazine (1.22 ml, 0.011 mole) in tetrahydrofuran (10 ml) was added and the mixture stirred at 25° C. for 2 hours and then at 40° C. for 16 hours. Additional N-methylpiperazine (1.0 ml, 0.009 ... Reactants: [BH4-].[Na+] (sodium borohydride), [Si](C)(C)(C(C)(C)C)OC(C(=O)C1=C(C=C(C=C1)NC(=O)C1=NC=CC=C1)F)CCO (N-(4-(2-((t-butyl(dimethyl)silyl)oxy)-4-hydroxybutanoyl)-3-fluorophenyl)pyridine-2-carboxamide), C([O-])(O)=O.[Na+] (sodium bicarbonate). The solvent is CO (methanol). Run at time 30 minute. Product: [Si](C)(C)(C(C)(C)C)OC(C(O)C1=C(C=C(C=C1)NC(=O)C1=NC=CC=C1)F)CCO (N-(4-(2-((t-butyl(dimethyl)silyl)oxy)-1,4-dihydroxybutyl)-3-fluorophenyl)pyridine-2-carboxamide). As a reaction SMILES: [BH4-].[Na+].[Si:3]([O:10][CH:11]([CH2:30][CH2:31][OH:32])[C:12]([C:14]1[CH:19]=[CH:18][C:17]([NH:20][C:21]([C:23]2[CH:28]=[CH:27][CH:26]=[CH:25][N:24]=2)=[O:22])=[CH:16][C:15]=1[F:29])=[O:13])([C:6]([CH3:9])([CH3:8])[CH3:7])([CH3:5])[CH3:4].C(=O)(O)[O-].[Na+]>CO>[Si:3]([O:10][CH:11]([CH2:30][CH2:31][OH:32])[CH:12]([C:14]1[CH:19]=[CH:18][C:17]([NH:20][C:21]([C:23]2[CH:28]=[CH:27][CH:26]=[CH:25][N:24]=2)=[O:22])=[CH:16][C:15]=1[F:29])[OH:13])([C:6]([CH3:9])([CH3:8])[CH3:7])([CH3:5])[CH3:4] |f:0.1,3.4|. Procedure: 114 mg of sodium borohydride was added to a methanol (20 ml) solution of 860 mg of N-(4-(2-((t-butyl(dimethyl)silyl)oxy)-4-hydroxybutanoyl)-3-fluorophenyl)pyridine-2-carboxamide, with cooling with ice, and the reaction liquid was stirred at room temperature for 30 minutes. Aqueous saturated sodium bicarbonate solution was added to the reaction liquid, extracted with chloroform, and dried with anhydrous sodium sulfate. The solvent was evaporated away under reduced pressure, and the resulting resi... The reactants are C(C1=CC=CC=C1)ON1C(NCC1)=NC1=C(C=CC=C1Cl)Cl (1-benzyloxy-2-[(2,6-dichlorophenyl)-imino]imidazolidine), B(Br)(Br)Br (boron tribromide). Run in C(Cl)Cl (methylene chloride). Run at time 1 hour. The product is ClC1=C(C(=CC=C1)Cl)N=C1N(CCN1)O (2-[(2,6-dichlorophenyl)imino]-1-hydroxyimidazolidine). Reaction SMILES: C([O:8][N:9]1[CH2:13][CH2:12][NH:11][C:10]1=[N:14][C:15]1[C:20]([Cl:21])=[CH:19][CH:18]=[CH:17][C:16]=1[Cl:22])C1C=CC=CC=1.B(Br)(Br)Br>C(Cl)Cl>[Cl:21][C:20]1[CH:19]=[CH:18][CH:17]=[C:16]([Cl:22])[C:15]=1[N:14]=[C:10]1[NH:11][CH2:12][CH2:13][N:9]1[OH:8]. Procedure: 1.0 g. of 1-benzyloxy-2-[(2,6-dichlorophenyl)-imino]imidazolidine is dissolved in 10 ml. of methylene chloride, and 1 ml. of boron tribromide is added carefully at room temperature. After 1 hour, the solution is evaporated in vacuo. The residue is dissolved in water and the solution is adjusted to pH 10 with caustic soda solution and extracted, first with methylene chloride and then with ethyl acetate. The organic extracts are dried over sodium sulfate and evaporated in vacuo. The residue is rec... The reactants are OC1CCOCC1 (4-hydroxy tetrahydropyran), C1(CC1)S(=O)(=O)C1=CC=C(C=C1)C(C(=O)OCC)=[N+]=[N-] (Ethyl 2-(4-cyclopropylsulfonylphenyl)-2-diazo-acetate), rhodium(II)acetate. Run in C(Cl)Cl (DCM), C(Cl)Cl (DCM). Conditions: temperature 25 celsius, time 1 hour. Product: C(C)OC(C(OC1CCOCC1)C1=CC=C(C=C1)S(=O)(=O)C1CC1)=O ((4-cyclopropanesulfonyl-phenyl)-[(tetrahydro-pyran-4-yloxy)]-acetic acid ethyl ester). Isolated yield 111.6%. Reaction SMILES: [CH:1]1([S:4]([C:7]2[CH:12]=[CH:11][C:10]([C:13](=[N+]=[N-])[C:14]([O:16][CH2:17][CH3:18])=[O:15])=[CH:9][CH:8]=2)(=[O:6])=[O:5])[CH2:3][CH2:2]1.[OH:21][CH:22]1[CH2:27][CH2:26][O:25][CH2:24][CH2:23]1>C(Cl)Cl>[CH2:17]([O:16][C:14](=[O:15])[CH:13]([C:10]1[CH:11]=[CH:12][C:7]([S:4]([CH:1]2[CH2:3][CH2:2]2)(=[O:6])=[O:5])=[CH:8][CH:9]=1)[O:21][CH:22]1[CH2:27][CH2:26][O:25][CH2:24][CH2:23]1)[CH3:18]. Procedure: Ethyl 2-(4-cyclopropylsulfonylphenyl)-2-diazo-acetate (36 g, 121.62 mmol) was dissolved in DCM (608 mL) under argon atmosphere. To this solution, 4-hydroxy tetrahydropyran (12.75 mL, 133.78 mmol) was added followed by rhodium(II)acetate dimer (1.12 g, 0.021 mmol). Mixture was stirred at 25° C. for 1 hr. Reaction mixture was diluted with DCM (500 mL), organic layer was washed with water followed by brine solution, dried over anhydrous sodium sulfate, filtered and concentrated under reduced pressu...